From a dataset of the Open Reaction Database (ORD), a public repository of structured organic reaction records. describe an organic reaction: reactants, conditions, products, and yield Starting materials: [La+3], [Mg+2], O=[N+]([O-])[O-], O=[N+]([O-])[O-], O=[N+]([O-])[O-], [Na+], O=C1C=CC(=O)O1, [OH-], [OH-], [OH-], O, OCCNCCO, O=C(O)C(=O)O, O=S(=O)(O)O. Yields the product [Mg+2], O=C([O-])C=CC(=O)[O-]. RXN SMILES: [La+3:15].[Mg+2:9].[N+:11](=[O:12])([O-:13])[O-:14].[N+:16]([O-:17])([O-:18])=[O:19].[N+:20]([O-:21])([O-:22])=[O:23].[Na+:32].[O:1]=[C:2]1[O:3][C:4](=[O:5])[CH:6]=[CH:7]1.[OH-:10].[OH-:31].[OH-:8].[OH2:44].[OH:24][CH2:25][CH2:26][NH:27][CH2:28][CH2:29][OH:30].[OH:38][C:39]([C:40](=[O:41])[OH:42])=[O:43].[S:33](=[O:34])(=[O:35])([OH:36])[OH:37]>>[Mg+2:9].[O:1]=[C:2]([CH:7]=[CH:6][C:4]([O-:3])=[O:5])[O-:12]. Starting materials: COCCCBr, CCOC(=O)c1cc(O)c2c(c1)OCCO2, CC(C)=O, [K+], [K+], O=C([O-])[O-], O. Yields the product CCOC(=O)c1cc(OCCCOC)c2c(c1)OCCO2. RXN SMILES: [Br:17][CH2:18][CH2:19][CH2:20][O:21][CH3:22].[CH2:1]([CH3:2])[O:3][C:4](=[O:5])[c:6]1[cH:7][c:8]2[c:9]([c:14]([OH:16])[cH:15]1)[O:10][CH2:11][CH2:12][O:13]2.[CH3:30][C:31](=[O:32])[CH3:33].[K+:23].[K+:24].[O-:25][C:26]([O-:27])=[O:28].[OH2:29]>>[CH2:1]([CH3:2])[O:3][C:4](=[O:5])[c:6]1[cH:7][c:8]2[c:9]([c:14]([O:16][CH2:18][CH2:19][CH2:20][O:21][CH3:22])[cH:15]1)[O:10][CH2:11][CH2:12][O:13]2. Reactants: NC=1C=C2C(=NN(C2=CC1)C[C@@H](C)O)C#N ((R)-5-amino-1-(2-hydroxypropyl)-1H-indazole-3-carbonitrile), N1C=NC=C1 (imidazole), [Si](C)(C)(C(C)(C)C)Cl (TBS-Cl). The reagents and catalysts are CN(C)C=1C=CN=CC1 (DMAP). The solvent is C(Cl)Cl (DCM). Reaction conditions: time 8 hour. The product is NC=1C=C2C(=NN(C2=CC1)C[C@@H](C)O[Si](C)(C)C(C)(C)C)C#N ((R)-5-amino-1-(2-((tert-butyldimethylsilyl)oxy)propyl)-1H-indazole-3-carbonitrile). The yield is 83.8%. Reaction SMILES: [NH2:1][C:2]1[CH:3]=[C:4]2[C:8](=[CH:9][CH:10]=1)[N:7]([CH2:11][C@H:12]([OH:14])[CH3:13])[N:6]=[C:5]2[C:15]#[N:16].N1C=CN=C1.[Si:22](Cl)([C:25]([CH3:28])([CH3:27])[CH3:26])([CH3:24])[CH3:23]>C(Cl)Cl.CN(C1C=CN=CC=1)C>[NH2:1][C:2]1[CH:3]=[C:4]2[C:8](=[CH:9][CH:10]=1)[N:7]([CH2:11][C@H:12]([O:14][Si:22]([C:25]([CH3:28])([CH3:27])[CH3:26])([CH3:24])[CH3:23])[CH3:13])[N:6]=[C:5]2[C:15]#[N:16]. Procedure details: (R)-5-amino-1-(2-hydroxypropyl)-1H-indazole-3-carbonitrile (180 mg, 0.832 mmol) was taken up in DCM (6 mL) and imidazole (227 mg, 3.33 mmol) and DMAP (10.17 mg, 0.083 mmol) were added, followed by TBS-Cl (439 mg, 2.91 mmol). The reaction was stirred at room temperature overnight. The reaction mixture was quenched with saturated NH4Cl solution and diluted with DCM. The organic layer was collected and washed with brine, dried over Na2SO4, filtered, and concentrated. The crude material was purified... The reactants are CN(C(=O)c1ccc(C#N)cc1F)C1CCN(C(=O)OC(C)(C)C)CC1c1ccc(Cl)c(Cl)c1, CCOC(C)=O, CC(C)O, Cl. The product is CN(C(=O)c1ccc(C#N)cc1F)C1CCNCC1c1ccc(Cl)c(Cl)c1. Reaction SMILES: [C:1](#[N:2])[c:3]1[cH:4][c:5]([F:34])[c:6]([C:9](=[O:10])[N:11]([CH:12]2[CH:13]([c:25]3[cH:26][c:27]([Cl:32])[c:28]([Cl:31])[cH:29][cH:30]3)[CH2:14][N:15]([C:18]([O:19][C:20]([CH3:21])([CH3:22])[CH3:23])=[O:24])[CH2:16][CH2:17]2)[CH3:33])[cH:7][cH:8]1.[C:35]([O:36][CH2:37][CH3:38])(=[O:39])[CH3:40].[CH3:42][CH:43]([OH:44])[CH3:45].[ClH:41]>>[C:1](#[N:2])[c:3]1[cH:4][c:5]([F:34])[c:6]([C:9](=[O:10])[N:11]([CH:12]2[CH:13]([c:25]3[cH:26][c:27]([Cl:32])[c:28]([Cl:31])[cH:29][cH:30]3)[CH2:14][NH:15][CH2:16][CH2:17]2)[CH3:33])[cH:7][cH:8]1. Reactants: C1CCNCC1, CCOC(C)=O, C#Cc1ccc(-c2ccc(Cl)cc2)cn1, [Cu]I, OCCOc1ccc(I)cc1, O. The product is OCCOc1ccc(C#Cc2ccc(-c3ccc(Cl)cc3)cn2)cc1. RXN SMILES: [CH2:34]1[CH2:35][CH2:36][NH:37][CH2:38][CH2:39]1.[CH3:28][CH2:29][O:30][C:31]([CH3:32])=[O:33].[Cl:12][c:13]1[cH:14][cH:15][c:16](-[c:19]2[cH:20][cH:21][c:22]([C:25]#[CH:26])[n:23][cH:24]2)[cH:17][cH:18]1.[Cu:40][I:41].[I:1][c:2]1[cH:3][cH:4][c:5]([O:6][CH2:7][CH2:8][OH:9])[cH:10][cH:11]1.[OH2:27]>>[c:2]1([C:26]#[C:25][c:22]2[cH:21][cH:20][c:19](-[c:16]3[cH:15][cH:14][c:13]([Cl:12])[cH:18][cH:17]3)[cH:24][n:23]2)[cH:3][cH:4][c:5]([O:6][CH2:7][CH2:8][OH:9])[cH:10][cH:11]1. Starting materials: O=C1OC2(CCN(C(=O)c3c[nH]c4cc(Cl)ccc34)CC2)c2ccc(Br)cc21, Fc1cc(F)cc(CCl)c1. Yields the product O=C1OC2(CCN(C(=O)c3cn(Cc4cc(F)cc(F)c4)c4cc(Cl)ccc34)CC2)c2ccc(Br)cc21. Reaction SMILES: [Br:1][c:2]1[cH:3][c:4]2[c:5]([cH:27][cH:28]1)[C:6]1([O:7][C:8]2=[O:9])[CH2:10][CH2:11][N:12]([C:15](=[O:16])[c:17]2[cH:18][nH:19][c:20]3[cH:21][c:22]([Cl:26])[cH:23][cH:24][c:25]23)[CH2:13][CH2:14]1.[F:29][c:30]1[cH:31][c:32]([CH2:33][Cl:34])[cH:35][c:36]([F:38])[cH:37]1>>[Br:1][c:2]1[cH:3][c:4]2[c:5]([cH:27][cH:28]1)[C:6]1([O:7][C:8]2=[O:9])[CH2:10][CH2:11][N:12]([C:15](=[O:16])[c:17]2[cH:18][n:19]([CH2:33][c:32]3[cH:31][c:30]([F:29])[cH:37][c:36]([F:38])[cH:35]3)[c:20]3[cH:21][c:22]([Cl:26])[cH:23][cH:24][c:25]23)[CH2:13][CH2:14]1. The reactants are ClCCl, CN=C=O, OCCSc1cccc2nccn12. Yields the product CNC(=O)OCCSc1cccc2nccn12. As a reaction SMILES: [CH2:18]([Cl:19])[Cl:20].[CH3:14][N:15]=[C:16]=[O:17].[OH:1][CH2:2][CH2:3][S:4][c:5]1[cH:6][cH:7][cH:8][c:9]2[n:10]1[cH:11][cH:12][n:13]2>>[O:1]([CH2:2][CH2:3][S:4][c:5]1[cH:6][cH:7][cH:8][c:9]2[n:10]1[cH:11][cH:12][n:13]2)[C:16]([NH:15][CH3:14])=[O:17]. The reactants are CC(=O)OC(C)(C)C, COC(=O)c1cccc(-c2coc(C)n2)c1, [Li]. Product: Cc1nc(-c2cccc(C(=O)CC(=O)OC(C)(C)C)c2)co1. RXN SMILES: [C:17]([CH3:18])(=[O:19])[O:20][C:21]([CH3:22])([CH3:23])[CH3:24].[CH3:1][O:2][C:3]([c:4]1[cH:5][c:6](-[c:10]2[n:11][c:12]([CH3:15])[o:13][cH:14]2)[cH:7][cH:8][cH:9]1)=[O:16].[Li:25]>>[C:3]([c:4]1[cH:5][c:6](-[c:10]2[n:11][c:12]([CH3:15])[o:13][cH:14]2)[cH:7][cH:8][cH:9]1)(=[O:16])[CH2:18][C:17](=[O:19])[O:20][C:21]([CH3:22])([CH3:23])[CH3:24]. Reactants: FC1=C(N)C=CC=C1 (2-fluoroaniline), [N-]=[N+]=[N-].[Na+] (NaN3), Cl (HCl), N(=O)[O-].[Na+] (NaNO2). The solvent is petroleum ether, O (water), O (water), O (water). Product: FC1=C(C=CC=C1)N=[N+]=[N-] (2-fluorophenylazide). As a reaction SMILES: [F:1][C:2]1[CH:8]=[CH:7][CH:6]=[CH:5][C:3]=1[NH2:4].Cl.N([O-])=O.[Na+].[N-:14]=[N+:15]=[N-].[Na+]>O>[F:1][C:2]1[CH:8]=[CH:7][CH:6]=[CH:5][C:3]=1[N:4]=[N+:14]=[N-:15] |f:2.3,4.5|. Procedure: A mixture of 4.44g. (0.04 mole) of 2-fluoroaniline in 16 ml. of water and 9 ml. of concentrated HCl, kept at 0°-5° C., was treated with a solution of 2.90g. (0.04 mole) of NaNO2 in 10 ml. of water. The reaction mixture was aged for one-half hour at 0°-5° C. and there was then added slowly to the mixture a solution of 2.6g. (0.04 mole) of NaN3 in 10 ml. of water. The reaction mixture was then allowed to slowly reach room temperature, and it was noted that a gas was evolved. There was then added 4... The reactants are OC=1C=C(C(=O)C2=CC=CC=C2)C=CC1 (3-hydroxybenzophenone), BrC1=CC=C(C=C1)C=1OCC(N1)(C)C (2-(4-bromophenyl)-4,4-dimethyl-1,3-oxazoline), [Li]CCCC (n-BuLi), O (water). Yields the product BrC1=CC=C(C=C1)C=1OCC(N1)(C)C (2-(4-bromophenyl)-4,4-dimethyl-1,3-oxazoline), CC1(N=C(OC1)C1=CC=C(C=C1)C(C=1C=C(C=CC1)O)(C1=CC=CC=C1)O)C (3-{[4-(4,4-Dimethyl-4,5-dihydro-oxazol-2-yl)-phenyl]-hydroxy-phenyl-methyl}-phenol). Reaction conditions: temperature -78 celsius, time 30 minute. Procedure details: 2-(4-Bromophenyl)-4,4-dimethyl-1,3-oxazoline 1 was prepared as described in Example 4. To a stirred solution of 2-(4-bromophenyl)-4,4-dimethyl-1,3-oxazoline (1.5 g, 6 mM) in anhydrous THF (10 mL) at −78° C. was added slowly n-BuLi (384 mg, 6 mM) in hexane over the period of 20 min. After that the reaction mixture was stirred at −78° C. for another 30 min. To this stirred solution was added 3-hydroxybenzophenone (534 mg, 2.7 mM) dissolved in anhy. THF (10 mL) by dropwise at −78° C. and allowed to... Run in C1CCOC1 (THF), C1CCOC1 (THF), CCCCCC (hexane). As a reaction SMILES: [Br:1][C:2]1[CH:7]=[CH:6][C:5]([C:8]2[O:9][CH2:10][C:11]([CH3:14])([CH3:13])[N:12]=2)=[CH:4][CH:3]=1.[Li]CCCC.[OH:20][C:21]1[CH:22]=[C:23]([CH:32]=[CH:33][CH:34]=1)[C:24]([C:26]1[CH:31]=[CH:30][CH:29]=[CH:28][CH:27]=1)=[O:25].O>C1COCC1.CCCCCC>[Br:1][C:2]1[CH:3]=[CH:4][C:5]([C:8]2[O:9][CH2:10][C:11]([CH3:14])([CH3:13])[N:12]=2)=[CH:6][CH:7]=1.[CH3:13][C:11]1([CH3:14])[CH2:10][O:9][C:8]([C:5]2[CH:6]=[CH:7][C:2]([C:24]([OH:25])([C:26]3[CH:27]=[CH:28][CH:29]=[CH:30][CH:31]=3)[C:23]3[CH:22]=[C:21]([OH:20])[CH:34]=[CH:33][CH:32]=3)=[CH:3][CH:4]=2)=[N:12]1.